Task: describe an organic reaction: reactants, conditions, products, and yield. Dataset: the Open Reaction Database (ORD), a public repository of structured organic reaction records Starting materials: CN(C)C=O (DMF), C(C)(C)(C)C=1C=C(C=CC1)O (3-tert-butyl-phenol), ClC1=NC=C(C=C1C)[N+](=O)[O-] (2-chloro-3-methyl-5-nitro-pyridine), C([O-])([O-])=O.[K+].[K+] (potassium carbonate). Solvent: O (water). Run at temperature 60 celsius. The product is C(C)(C)(C)C=1C=C(OC2=NC=C(C=C2C)[N+](=O)[O-])C=CC1 (2-(3-tert-butyl-phenoxy)-3-methyl-5-nitro-pyridine). Isolated yield 89.2%. As a reaction SMILES: CN(C=O)C.[C:6]([C:10]1[CH:11]=[C:12]([OH:16])[CH:13]=[CH:14][CH:15]=1)([CH3:9])([CH3:8])[CH3:7].Cl[C:18]1[C:23]([CH3:24])=[CH:22][C:21]([N+:25]([O-:27])=[O:26])=[CH:20][N:19]=1.C(=O)([O-])[O-].[K+].[K+]>O>[C:6]([C:10]1[CH:11]=[C:12]([CH:13]=[CH:14][CH:15]=1)[O:16][C:18]1[C:23]([CH3:24])=[CH:22][C:21]([N+:25]([O-:27])=[O:26])=[CH:20][N:19]=1)([CH3:9])([CH3:7])[CH3:8] |f:3.4.5|. Reported procedure: A 50 ml two-necked round-bottomed flask equipped with a magnetic bar, a thermometer and a reflux condenser is charged with DMF (50 ml), 3-tert-butyl-phenol (1.5 g), 2-chloro-3-methyl-5-nitro-pyridine (1.73 g) and potassium carbonate (2.76 g). The reaction mixture is heated at 60° C. for 2 hours. After cooling the mixture to room temperature it is then poured into water (200 ml). The mixture is then extracted with ethylacetate (2×40 ml). The combined organic layers are dried over sodium sulfate, ... Starting materials: C(C)(C)I (isopropyl iodide), C(C)(C)C(C#N)C(C)C (diisopropyl acetonitrile), cyanacetic ester, [OH-].[K+] (potassium hydroxide), [Na] (sodium), ester, [OH-].[Na+] (sodium hydroxide). The product is C(C)(C)C(C(=O)O)(C#N)C(C)C (diisopropyl cyanacetic acid). RXN SMILES: [CH:1]([CH:4]([CH:7]([CH3:9])[CH3:8])[C:5]#[N:6])([CH3:3])[CH3:2].[Na].[CH:11](I)(C)C.[OH-:15].[Na+].[OH-:17].[K+]>>[CH:1]([C:4]([CH:7]([CH3:9])[CH3:8])([C:5]#[N:6])[C:11]([OH:17])=[O:15])([CH3:3])[CH3:2] |f:3.4,5.6,^1:9|. Reported procedure: Thus, MARSHALL prepares diisopropyl acetonitrile from a cyanacetic ester, by treating with sodium an alcoholic solution of this ester and by causing this mixture to react for several hours with an excess of isopropyl iodide. The monoalkylated product is eliminated by means of a 10% sodium hydroxide solution and the crude dialkyl ester obtained by this procedure is then treated with a 35% potassium hydroxide solution for 16 hours. After acidification, the diisopropyl cyanacetic acid obtained is d...